Task: describe an organic reaction: reactants, conditions, products, and yield. Dataset: the Open Reaction Database (ORD), a public repository of structured organic reaction records As a reaction SMILES: [Cl:3][c:4]1[n:5][cH:6][c:7]([C:8](=[O:9])[OH:10])[cH:11][cH:12]1.[ClH:22].[F:13][c:14]1[c:15]([CH2:16][OH:17])[cH:18][cH:19][cH:20][cH:21]1.[H-:1].[Na+:2].[O:23]=[CH:24][N:25]([CH3:26])[CH3:27].[OH2:28]>>[c:4]1([O:17][CH2:16][c:15]2[c:14]([F:13])[cH:21][cH:20][cH:19][cH:18]2)[n:5][cH:6][c:7]([C:8](=[O:9])[OH:10])[cH:11][cH:12]1. Reactants: O=C(O)c1ccc(Cl)nc1, Cl, OCc1ccccc1F, [H-], [Na+], CN(C)C=O, O. The product is O=C(O)c1ccc(OCc2ccccc2F)nc1. Starting materials: Fc1cccc2[nH]cc(C3=CCNCC3)c12, c1cc(OCC2CO2)c2cc[nH]c2c1. Yields the product OC(COc1cccc2[nH]ccc12)CN1CC=C(c2c[nH]c3cccc(F)c23)CC1. As a reaction SMILES: [F:1][c:2]1[c:3]2[c:4]([C:11]3=[CH:16][CH2:15][NH:14][CH2:13][CH2:12]3)[cH:5][nH:6][c:7]2[cH:8][cH:9][cH:10]1.[O:17]1[CH:18]([CH2:20][O:21][c:22]2[c:23]3[cH:24][cH:25][nH:26][c:27]3[cH:28][cH:29][cH:30]2)[CH2:19]1>>[F:1][c:2]1[c:3]2[c:4]([C:11]3=[CH:16][CH2:15][N:14]([CH2:19][CH:18]([OH:17])[CH2:20][O:21][c:22]4[c:23]5[cH:24][cH:25][nH:26][c:27]5[cH:28][cH:29][cH:30]4)[CH2:13][CH2:12]3)[cH:5][nH:6][c:7]2[cH:8][cH:9][cH:10]1. Starting materials: O=Cc1ccc(Br)c([N+](=O)[O-])c1, CO, O, NO. Yields the product O=[N+]([O-])c1cc(C=NO)ccc1Br. As a reaction SMILES: [Br:1][c:2]1[c:3]([N+:10](=[O:11])[O-:12])[cH:4][c:5]([CH:6]=[O:7])[cH:8][cH:9]1.[CH3:16][OH:17].[OH2:13].[OH:14][NH2:15]>>[Br:1][c:2]1[c:3]([N+:10](=[O:11])[O-:12])[cH:4][c:5]([CH:6]=[N:15][OH:13])[cH:8][cH:9]1.